Dataset: the Open Reaction Database (ORD), a public repository of structured organic reaction records. Task: describe an organic reaction: reactants, conditions, products, and yield Reactants: C([O-])([O-])=O.[K+].[K+] (potassium carbonate), C(C)(=O)NC1=CC=C(C(=O)CCC(=O)O)C=C1 (3-(4-acetamidobenzoyl)propionic acid), ClC1=CC=C(C=C1)C#CCCCCCCCCCCCBr (13-(4-chlorophenyl)tridec-12-ynyl bromide), S(O)(O)(=O)=O (sulfuric acid), C(C)(=O)[O-].[Na+] (sodium acetate). Solvent: CO (methanol), O (water). Reaction conditions: temperature 35 celsius. Product: ClC1=CC=C(C=C1)C#CCCCCCCCCCCCNC1=CC=C(C(=O)CCC(=O)OC)C=C1 (methyl 3-{4-[13-(4-chlorophenyl)tridec-12-ynylamino]benzoyl}propionate). Reaction SMILES: [C:1]([NH:4][C:5]1[CH:17]=[CH:16][C:8]([C:9]([CH2:11][CH2:12][C:13]([OH:15])=[O:14])=[O:10])=[CH:7][CH:6]=1)(=O)[CH3:2].S(=O)(=O)(O)O.[C:23]([O-])(=O)C.[Na+].[Cl:28][C:29]1[CH:34]=[CH:33][C:32]([C:35]#[C:36][CH2:37][CH2:38][CH2:39][CH2:40][CH2:41][CH2:42][CH2:43][CH2:44][CH2:45]CCBr)=[CH:31][CH:30]=1.C(=O)([O-])[O-].[K+].[K+]>O.CO>[Cl:28][C:29]1[CH:34]=[CH:33][C:32]([C:35]#[C:36][CH2:37][CH2:38][CH2:39][CH2:40][CH2:41][CH2:42][CH2:43][CH2:44][CH2:45][CH2:2][CH2:1][NH:4][C:5]2[CH:17]=[CH:16][C:8]([C:9]([CH2:11][CH2:12][C:13]([O:15][CH3:23])=[O:14])=[O:10])=[CH:7][CH:6]=2)=[CH:31][CH:30]=1 |f:2.3,5.6.7|. Reported procedure: A mixture of 35 g. of 3-(4-acetamidobenzoyl)propionic acid, 700 ml. of methanol and 1.4 ml. of concentrated sulfuric acid is refluxed for 76 hours. The solution is cooled to 35° C. and poured onto 7 g. of anhydrous sodium acetate while stirring. The reaction mixture is stirred in an ice-bath. The solid is collected and washed with cold methanol to yield methyl 3-(4-aminobenzoyl)priopionate as a white solid. A mixture of this solid, 9.2 g. of 13-(4-chlorophenyl)tridec-12-ynyl bromide and 4.2 g. o... Starting materials: CC(C)(C)c1ccc(N)cc1, O=C(O)c1cccc(C(=O)O)c1I. Product: CC(C)(C)c1ccc(Nc2c(C(=O)O)cccc2C(=O)O)cc1. Reaction SMILES: [C:14]([CH3:15])([CH3:16])([CH3:17])[c:18]1[cH:19][cH:20][c:21]([NH2:22])[cH:23][cH:24]1.[I:1][c:2]1[c:3]([C:4](=[O:5])[OH:6])[cH:7][cH:8][cH:9][c:10]1[C:11](=[O:12])[OH:13]>>[c:2]1([NH:22][c:21]2[cH:20][cH:19][c:18]([C:14]([CH3:15])([CH3:16])[CH3:17])[cH:24][cH:23]2)[c:3]([C:4](=[O:5])[OH:6])[cH:7][cH:8][cH:9][c:10]1[C:11](=[O:12])[OH:13].